Dataset: the Open Reaction Database (ORD), a public repository of structured organic reaction records. Task: describe an organic reaction: reactants, conditions, products, and yield The reactants are [H][H] (hydrogen), C(C)(=O)OCCCCOC1=C(C=C(C=C1Cl)OCC1=CC=CC=C1)Cl (4-[2,6-dichloro-4-(phenylmethoxy)phenoxy]butyl acetate). Reagents/catalysts: [Pd] (palladium on carbon). The solvent is C(C)O (ethanol). Product: C(C)(=O)OCCCCOC1=C(C=C(C=C1Cl)O)Cl (4-(2,6-dichloro-4-hydroxyphenoxy)butyl acetate). Reaction SMILES: [H][H].[C:3]([O:6][CH2:7][CH2:8][CH2:9][CH2:10][O:11][C:12]1[C:17]([Cl:18])=[CH:16][C:15]([O:19]CC2C=CC=CC=2)=[CH:14][C:13]=1[Cl:27])(=[O:5])[CH3:4]>[Pd].C(O)C>[C:3]([O:6][CH2:7][CH2:8][CH2:9][CH2:10][O:11][C:12]1[C:13]([Cl:27])=[CH:14][C:15]([OH:19])=[CH:16][C:17]=1[Cl:18])(=[O:5])[CH3:4]. Procedure details: This compound was prepared in a manner analogous to that set forth in Step D of Example 1, using excess hydrogen gas, 33.0 grams (0.086 mole) of 4-[2,6-dichloro-4-(phenylmethoxy)phenoxy]butyl acetate and 0.05 gram (catalyst) of 10% palladium on carbon in 350 mL of ethanol. The yield of the subject compound was 25.4 grams. The NMR spectrum was consistent with the proposed structure. Starting materials: C, CNC(=O)c1cc(C#N)c(CN=[N+]=[N-])cc1N(C)C, CO, [Pd]. Yields the product CNC(=O)c1cc2c(cc1N(C)C)CNC2=N. As a reaction SMILES: [C:22].[CH3:1][NH:2][C:3]([c:4]1[c:5]([N:16]([CH3:17])[CH3:18])[cH:6][c:7]([CH2:12][N:13]=[N+:14]=[N-:15])[c:8]([C:10]#[N:11])[cH:9]1)=[O:19].[CH3:20][OH:21].[Pd:23]>>[CH3:1][NH:2][C:3]([c:4]1[c:5]([N:16]([CH3:17])[CH3:18])[cH:6][c:7]2[c:8]([cH:9]1)[C:10](=[NH:11])[NH:13][CH2:12]2)=[O:19]. The reactants are CC(C)C[Al+]CC(C)C, COC(=O)CCc1cnoc1-c1ccc(Cl)c(C)c1, Cl, [H-], C1CCOC1, O. The product is Cc1cc(-c2oncc2CCCO)ccc1Cl. Reaction SMILES: [CH2:21]([Al+:22][CH2:23][CH:24]([CH3:25])[CH3:26])[CH:27]([CH3:28])[CH3:29].[Cl:1][c:2]1[c:3]([CH3:19])[cH:4][c:5](-[c:8]2[c:9]([CH2:13][CH2:14][C:15](=[O:16])[O:17][CH3:18])[cH:10][n:11][o:12]2)[cH:6][cH:7]1.[ClH:31].[H-:20].[O:32]1[CH2:33][CH2:34][CH2:35][CH2:36]1.[OH2:30]>>[Cl:1][c:2]1[c:3]([CH3:19])[cH:4][c:5](-[c:8]2[c:9]([CH2:13][CH2:14][CH2:15][OH:16])[cH:10][n:11][o:12]2)[cH:6][cH:7]1. Reactants: C(C1=CC=CC=C1)N1C[C@@H]([C@H](C1)C1=CC=CC=C1)CO (((3R,4S)-1-benzyl-4-phenyl-pyrrolidin-3-yl)-methanol), C(=O)[O-].[NH4+] (ammonium formate), N (Ammonia). Reagents/catalysts: [OH-].[Pd+2].[OH-] (palladium hydroxide). Run in C(C)O (ethanol), CO (methanol). The product is C1(=CC=CC=C1)[C@@H]1[C@H](CNC1)CO (((3R,4S)-4-phenyl-pyrrolidin-3-yl)-methanol). The yield is 82.6%. As a reaction SMILES: C([N:8]1[CH2:12][C@H:11]([C:13]2[CH:18]=[CH:17][CH:16]=[CH:15][CH:14]=2)[C@@H:10]([CH2:19][OH:20])[CH2:9]1)C1C=CC=CC=1.C([O-])=O.[NH4+].N>C(O)C.CO.[OH-].[Pd+2].[OH-]>[C:13]1([C@H:11]2[CH2:12][NH:8][CH2:9][C@@H:10]2[CH2:19][OH:20])[CH:14]=[CH:15][CH:16]=[CH:17][CH:18]=1 |f:1.2,6.7.8|. Procedure: To ((3R,4S)-1-benzyl-4-phenyl-pyrrolidin-3-yl)-methanol (2.28 g, 8.54 mmol) in ethanol (200 mL) was added ammonium formate (5.39 g, 85.49 mmol) and palladium hydroxide (446 mg, 20 wt % Pd) and refluxed for 1.5 h. Ammonia in methanol (0.8 mL, 2M) was added to the reaction mixture and refluxed for an additional 0.5 h. The reaction mixture was filtered through celite and concentrated to give ((3R,4S)-4-phenyl-pyrrolidin-3-yl)-methanol as a colorless oil (1.25 g) which was used directly in the next ... Run at time 30 minute. Product: NC1=CC(=NC(N1O)=N)N1CCCCC1 (6-amino-1,2-dihydro-1-hydroxy-2-imino-4-piperidinopyrimidine). Procedure details: 1.01 g (5 mmoles) of 1-acetoxy-6-amino-4-chloro-1,2-dihydro-2-iminopyrimidine are added under stirring to a mixture containing 10 ml of ethanol and 3 ml of piperidine. The mixture is refluxed while stirring for 30 minutes, then 5 ml of 1N aqueous sodium hydroxide solution are added and the boiling is continued for additional 30 minutes. Thereafter, the mixture is evaporated under reduced pressure and the residue is mixed with 10 ml of water. The crystalline precipitate is filtered, washed with w... Starting materials: C(C)(=O)ON1C(N=C(C=C1N)Cl)=N (1-acetoxy-6-amino-4-chloro-1,2-dihydro-2-iminopyrimidine), N1CCCCC1 (piperidine), [OH-].[Na+] (sodium hydroxide). RXN SMILES: C([O:4][N:5]1[C:10]([NH2:11])=[CH:9][C:8](Cl)=[N:7][C:6]1=[NH:13])(=O)C.[NH:14]1[CH2:19][CH2:18][CH2:17][CH2:16][CH2:15]1.[OH-].[Na+]>C(O)C>[NH2:11][C:10]1[N:5]([OH:4])[C:6](=[NH:13])[N:7]=[C:8]([N:14]2[CH2:19][CH2:18][CH2:17][CH2:16][CH2:15]2)[CH:9]=1 |f:2.3|. The solvent is C(C)O (ethanol).